describe an organic reaction: reactants, conditions, products, and yield From a dataset of the Open Reaction Database (ORD), a public repository of structured organic reaction records. Starting materials: O=C(n1ccnc1)n1ccnc1, C1CCNC1, O=C(O)c1csc(N(C(=O)c2ccc(Cl)cc2Cl)c2ccc(OC(F)(F)F)cc2)n1, ClCCl, Cl. The product is O=C(c1csc(N(C(=O)c2ccc(Cl)cc2Cl)c2ccc(OC(F)(F)F)cc2)n1)N1CCCC1. Reaction SMILES: [C:36]([n:37]1[cH:38][cH:39][n:40][cH:41]1)([n:42]1[cH:43][cH:44][n:45][cH:46]1)=[O:47].[CH2:31]1[CH2:32][CH2:33][NH:34][CH2:35]1.[Cl:1][c:2]1[c:3]([C:4](=[O:5])[N:6]([c:7]2[s:8][cH:9][c:10]([C:12](=[O:13])[OH:14])[n:11]2)[c:15]2[cH:16][cH:17][c:18]([O:21][C:22]([F:23])([F:24])[F:25])[cH:19][cH:20]2)[cH:26][cH:27][c:28]([Cl:30])[cH:29]1.[Cl:49][CH2:50][Cl:51].[ClH:48]>>[Cl:1][c:2]1[c:3]([C:4](=[O:5])[N:6]([c:7]2[s:8][cH:9][c:10]([C:12](=[O:14])[N:34]3[CH2:33][CH2:32][CH2:31][CH2:35]3)[n:11]2)[c:15]2[cH:16][cH:17][c:18]([O:21][C:22]([F:23])([F:24])[F:25])[cH:19][cH:20]2)[cH:26][cH:27][c:28]([Cl:30])[cH:29]1. Starting materials: S(=O)(Cl)Cl (thionyl chloride), intermediate, ClC=1C=C2C(C(NC2=CC1)=O)(C1=C(C=CC=C1)OC)O (5-chloro-3-hydroxy-3-(2-methoxyphenyl)-indole-2-one), N1=CC=CC=C1 (pyridine), O (water). Run in C(Cl)Cl (methylene chloride). Conditions: time 30 minute. The product is ClC1(C(NC2=CC=C(C=C12)Cl)=O)C1=C(C=CC=C1)OC (3,5Dichloro-3-(2-methoxyphenyl)-indole-2-one). As a reaction SMILES: S(Cl)([Cl:3])=O.[Cl:5][C:6]1[CH:7]=[C:8]2[C:12](=[CH:13][CH:14]=1)[NH:11][C:10](=[O:15])[C:9]2(O)[C:16]1[CH:21]=[CH:20][CH:19]=[CH:18][C:17]=1[O:22][CH3:23].N1C=CC=CC=1.O>C(Cl)Cl>[Cl:3][C:9]1([C:16]2[CH:21]=[CH:20][CH:19]=[CH:18][C:17]=2[O:22][CH3:23])[C:8]2[C:12](=[CH:13][CH:14]=[C:6]([Cl:5])[CH:7]=2)[NH:11][C:10]1=[O:15]. Procedure details: 38 ml (0.518 mol) thionyl chloride were slowly added by drops to 100 g (0.345 mol) of the intermediate product 1a, 56 ml (0.695 mol) pyridine in 1 l methylene chloride at 0° C., and then stirred for approximately 30 minutes more. Then the reaction mixture was poured on to icy water and the organic phase was separated. This organic phase was then washed with water, dried and concentrated in a vacuum. The residue was treated with toluene a number of times and the organic solvent was removed in a v... Starting materials: CC(CC(C(=O)O)CSC(C)=O)C (4-methyl-2-acetylthiomethylpentanoic acid), O=C1NCCCCCCN2C=3C=CC=CC3C(CC1)=C2 (9-oxo-1,8-diaza-tricyclo[10.6.1.013,18 ]nonadeca-12(19),13(18),14,16-tetraene), CCN=C=NCCCN(C)C (EDCI). The solvent is C(C)(=O)OCC (ethyl acetate), CN(C)C=O (DMF). Reaction conditions: time 8 hour. The product is C(C)(=O)SCC(C(=O)N[C@@H]1C(NCCCCCCN2C=3C=CC=CC3C(C1)=C2)=O)CC(C)C ((10S)-2-acetylthiomethyl-4-methyl-N-(9-oxo-1,8-diaza-tricyclo[10.6.1.013,18 ]nonadeca-12(19),13(18),14,16-tetraen-10-yl)pentanamide). Isolated yield 84.8%. RXN SMILES: [CH3:1][CH:2]([CH3:13])[CH2:3][CH:4]([CH2:8][S:9][C:10](=[O:12])[CH3:11])[C:5]([OH:7])=O.[O:14]=[C:15]1[CH2:32][CH2:31][C:30]2=[CH:33][N:23]([C:24]3[CH:25]=[CH:26][CH:27]=[CH:28][C:29]=32)[CH2:22][CH2:21][CH2:20][CH2:19][CH2:18][CH2:17][NH:16]1.CC[N:36]=C=NCCCN(C)C>CN(C=O)C.C(OCC)(=O)C>[C:10]([S:9][CH2:8][CH:4]([CH2:3][CH:2]([CH3:1])[CH3:13])[C:5]([NH:36][C@H:32]1[CH2:31][C:30]2=[CH:33][N:23]([C:24]3[CH:25]=[CH:26][CH:27]=[CH:28][C:29]=32)[CH2:22][CH2:21][CH2:20][CH2:19][CH2:18][CH2:17][NH:16][C:15]1=[O:14])=[O:7])(=[O:12])[CH3:11]. Procedure: To a solution of 4-methyl-2-acetylthiomethylpentanoic acid (612 mg, 3 mmol), (10S)-10-amino-(9-oxo-1,8-diaza-tricyclo[10.6.1.013,18 ]nonadeca-12(19),13(18),14,16-tetraene (427 mg, 1.5 mmol), and HOBtH2O (230 mg, 1.5 mmol) in dry DMF (30 mL) under argon at room temperature was added EDCI (863 mg, 4.5 mmol) in one portion. After stirring overnight, DMF was removed at 30° C. under high vacuum to give a yellowish semi-solid. It was dissolved in ethyl acetate (50 mL), washed with 1N HCl (30 mL), 5% N... Reactants: BrC1=C(C(=CC=C1)[N+](=O)[O-])Cl (1-bromo-2-chloro-3-nitrobenzene), C(O)CN (ethanolamine). The solvent is C(C)O (ethanol). Yields the product BrC1=C(C(=CC=C1)[N+](=O)[O-])NCCO (2-[(2-bromo-6-nitrophenyl)amino]ethanol). RXN SMILES: [Br:1][C:2]1[CH:7]=[CH:6][CH:5]=[C:4]([N+:8]([O-:10])=[O:9])[C:3]=1Cl.[CH2:12]([CH2:14][NH2:15])[OH:13]>C(O)C>[Br:1][C:2]1[CH:7]=[CH:6][CH:5]=[C:4]([N+:8]([O-:10])=[O:9])[C:3]=1[NH:15][CH2:14][CH2:12][OH:13]. Reported procedure: A solution of 1-bromo-2-chloro-3-nitrobenzene (0.34 g, 1.4 mmol) and ethanolamine (0.22 mL, 3.5 mmol) in dry ethanol (3.8 mL) was irradiated in a microwave oven at 135° C. for 180 min. After the reaction mixture was concentrated under reduced pressure. The residue was dissolved in ethyl acetate, the organic phase was washed with potassium bisulfate (0.1 M), water and brine, dried over Na2SO4 and concentrated. Purification was performed using flash chromatography on a silica column and 25% ethyl ... The reactants are OC1(C(COC2=CC(=CC=C12)OCOC)C1=CC=C(C=C1)OCOC)C1=CC=C(C=C1)O (4-Hydroxy-4-(4-hydroxyphenyl)-7-(methoxymethoxy)-3-[4-(methoxymethoxy)phenyl]chroman), ClCCOCCCl (bis-(2-chloroethyl)ether), C([O-])([O-])=O.[K+].[K+] (potassium carbonate), C1COCCOCCOCCOCCOCCO1 (18-crown-6). Solvent: CN(C=O)C (N,N-dimethylformamide), O (water). Conditions: temperature 100 celsius, time 2.5 hour. The product is OC1(C(COC2=CC(=CC=C12)OCOC)C1=CC=C(C=C1)OCOC)C1=CC=C(C=C1)OCCOCCCl (4-hydroxy-4-{4-[2-(2-chloroethoxy)ethoxy]phenyl}-7-(methoxymethoxy)-3-[4-(methoxymethoxy)phenyl]chroman). The yield is 93.1%. RXN SMILES: [OH:1][C:2]1([C:26]2[CH:31]=[CH:30][C:29]([OH:32])=[CH:28][CH:27]=2)[C:11]2[C:6](=[CH:7][C:8]([O:12][CH2:13][O:14][CH3:15])=[CH:9][CH:10]=2)[O:5][CH2:4][CH:3]1[C:16]1[CH:21]=[CH:20][C:19]([O:22][CH2:23][O:24][CH3:25])=[CH:18][CH:17]=1.[Cl:33][CH2:34][CH2:35][O:36][CH2:37][CH2:38]Cl.C(=O)([O-])[O-].[K+].[K+].C1OCCOCCOCCOCCOCCOC1>CN(C)C=O.O>[OH:1][C:2]1([C:26]2[CH:27]=[CH:28][C:29]([O:32][CH2:38][CH2:37][O:36][CH2:35][CH2:34][Cl:33])=[CH:30][CH:31]=2)[C:11]2[C:6](=[CH:7][C:8]([O:12][CH2:13][O:14][CH3:15])=[CH:9][CH:10]=2)[O:5][CH2:4][CH:3]1[C:16]1[CH:17]=[CH:18][C:19]([O:22][CH2:23][O:24][CH3:25])=[CH:20][CH:21]=1 |f:2.3.4|. Procedure details: 4-Hydroxy-4-(4-hydroxyphenyl)-7-(methoxymethoxy)-3-[4-(methoxymethoxy)phenyl]chroman (770 mg, 1.4 mmol), bis-(2-chloroethyl)ether (810 mg, 5.7 mmol), potassium carbonate (782 mg, 5.7 mmol) and 18-crown-6(132 mg, 0.49 mmol) were dissolved in dry N,N-dimethylformamide (10 mL) under argon atmosphere, which was then stirred at 100° C. for 2.5 hours. The reaction solution was cooled down to normal temperature, water was added thereto, and the mixture was extracted with ethyl acetate. The organic extr... Reactants: Cc1ccc(C(=O)N(CCCNC(=O)OC(C)(C)C)C(c2nc3cc(Cl)ccc3c(=O)n2Cc2ccccc2)C(C)C)cc1, ClCCl, O=C(O)C(F)(F)F, [Na+], [OH-]. Product: Cc1ccc(C(=O)N(CCCN)C(c2nc3cc(Cl)ccc3c(=O)n2Cc2ccccc2)C(C)C)cc1. As a reaction SMILES: [C:1]([O:2][C:3](=[O:4])[NH:7][CH2:8][CH2:9][CH2:10][N:11]([C:12]([c:13]1[cH:14][cH:15][c:16]([CH3:19])[cH:17][cH:18]1)=[O:20])[CH:21]([CH:22]([CH3:23])[CH3:24])[c:25]1[n:26][c:27]2[cH:28][c:29]([Cl:43])[cH:30][cH:31][c:32]2[c:33](=[O:42])[n:34]1[CH2:35][c:36]1[cH:37][cH:38][cH:39][cH:40][cH:41]1)([CH3:5])([CH3:6])[CH3:44].[Cl:54][CH2:55][Cl:56].[F:45][C:46]([F:47])([F:48])[C:49]([OH:50])=[O:51].[Na+:53].[OH-:52]>>[NH2:7][CH2:8][CH2:9][CH2:10][N:11]([C:12]([c:13]1[cH:14][cH:15][c:16]([CH3:19])[cH:17][cH:18]1)=[O:20])[CH:21]([CH:22]([CH3:23])[CH3:24])[c:25]1[n:26][c:27]2[cH:28][c:29]([Cl:43])[cH:30][cH:31][c:32]2[c:33](=[O:42])[n:34]1[CH2:35][c:36]1[cH:37][cH:38][cH:39][cH:40][cH:41]1. Starting materials: COC=1C=C(C(=O)NC=2SC(=C(N2)C2=CC=C(C=C2)OC)CCC2=CC=CC=C2)C=CC1OC (3,4-dimethoxy-N-[4-(4-methoxy-phenyl)-5-phenylethyl-thiazol-2-yl]-benzamide), B(Br)(Br)Br (boron tribromide). The product is OC=1C=C(C(=O)NC=2SC(=C(N2)C2=CC=C(C=C2)O)CCC2=CC=CC=C2)C=CC1O (3,4-dihydroxy-N-[4-(4-hydroxy-phenyl)-5-phenylethyl-thiazol-2-yl]-benzamide). Isolated yield 53.8%. As a reaction SMILES: C[O:2][C:3]1[CH:4]=[C:5]([CH:30]=[CH:31][C:32]=1[O:33]C)[C:6]([NH:8][C:9]1[S:10][C:11]([CH2:22][CH2:23][C:24]2[CH:29]=[CH:28][CH:27]=[CH:26][CH:25]=2)=[C:12]([C:14]2[CH:19]=[CH:18][C:17]([O:20]C)=[CH:16][CH:15]=2)[N:13]=1)=[O:7].B(Br)(Br)Br>>[OH:2][C:3]1[CH:4]=[C:5]([CH:30]=[CH:31][C:32]=1[OH:33])[C:6]([NH:8][C:9]1[S:10][C:11]([CH2:22][CH2:23][C:24]2[CH:29]=[CH:28][CH:27]=[CH:26][CH:25]=2)=[C:12]([C:14]2[CH:15]=[CH:16][C:17]([OH:20])=[CH:18][CH:19]=2)[N:13]=1)=[O:7]. Procedure: A procedure similar to that in Example 7 was used. 3,4-dimethoxy-N-[4-(4-methoxy-phenyl)-5-phenylethyl-thiazol-2-yl]-benzamide prepared in Example 58 and boron tribromide were used as starting materials, the crude product was purified by recrystallization with ethyl acetate to obtain a product as a white solid in a yield of 53.8%, mp: 208-209 └. 1H-NMR (DMSO-d6, 400 MHz) δ: 2.94 (2H, t, J=7.60 Hz, CH2), 3.11 (2H, t, J=7.60 Hz, CH2), 6.81 (3H, d, J=8.40 Hz, ArH), 7.17˜7.31 (5H, m, ArH), 7.35 (2H,...